This data is from the Open Reaction Database (ORD), a public repository of structured organic reaction records. The task is: describe an organic reaction: reactants, conditions, products, and yield The reactants are C(CCC\C=C/CC=CCC=CCC=CCCCCC)(=O)N[C@@H](COP(=O)(O)O)C(=O)O (N-(cis-5,8,11,14-eicosatetraenoyl)-O-phospho-L-serine), C(CC\C=C/CC=CCC=CCC=CCC=CCC=CCC)(=O)O (cis-4,7,10,13,16,19-docosahexaenoic acid), Cl.COC([C@@H](N)[C@H](O)C)=O (L-threonine methyl ester hydrochloride). Reaction SMILES: [C:1]([NH:22][C@H:23]([C:30]([OH:32])=[O:31])[CH2:24][O:25][P:26]([OH:29])([OH:28])=[O:27])(=[O:21])[CH2:2][CH2:3][CH2:4]/[CH:5]=[CH:6]\[CH2:7][CH:8]=[CH:9][CH2:10][CH:11]=[CH:12][CH2:13][CH:14]=[CH:15][CH2:16][CH2:17][CH2:18][CH2:19][CH3:20].[C:33](O)(=O)[CH2:34]C/C=C\CC=CCC=CCC=CCC=CCC=CCC.Cl.[CH3:58]OC(=O)[C@H]([C@@H](C)O)N>>[C:1]([NH:22][C@H:23]([C:30]([OH:32])=[O:31])[C@@H:24]([CH3:58])[O:25][P:26]([OH:29])([OH:28])=[O:27])(=[O:21])[CH2:2][CH2:3]/[CH:4]=[CH:5]\[CH2:6][CH:7]=[CH:8][CH2:9][CH:10]=[CH:11][CH2:12][CH:13]=[CH:14][CH2:15][CH:16]=[CH:17][CH2:18][CH:19]=[CH:20][CH2:33][CH3:34] |f:2.3|. Product: C(CC\C=C/CC=CCC=CCC=CCC=CCC=CCC)(=O)N[C@@H]([C@H](OP(=O)(O)O)C)C(=O)O (N-(cis-4,7,10,13,16,19-docosahexaenoyl)-O-phospho-L-threonine). Procedure details: This compound was prepared as described above for (6) using 0.5 nmmol (164 mg) of cis-4,7,10,13,16,19-docosahexaenoic acid and 1 mmol (170 mg) of L-threonine methyl ester hydrochloride; yield 109 mg, (43%); Rf 0.05-0.10 (system B); 1H-NMR (CD3SOCD3, 200 MHz) δ0.9-1.0 (t, 3H, ω-CH3); 1.2-1.4 (3H, d, CH3CHOP); 2.0-2.1 (t, 2H, CH2CO); 2.2-2.4 (m, 4H, 2CH2CH═CH); 2.7-2.9 (br s, 10H, 5HC═CHCH2CH═CH); 4.1-4.3 (m, 2H, 2CH); 5.2-5.4 (br s, 12H, 6HC═CH); 8.2-8.4 (m, 3H, NH and 2POH) Reactants: NC=1C2=C(N=CN1)N(C=C2C2=CC=C(C=C2)O)C2COCC2 (4-[4-amino-7-(3-tetrahydrofuryl)-7H-pyrrolo[2,3-d]pyrimidin-5-yl]phenol), FC1=CC=C(C=O)C=C1 (4-fluorobenzaldehyde). Product: NC=1C2=C(N=CN1)N(C=C2C2=CC=C(OC1=CC=C(C=O)C=C1)C=C2)C2COCC2 (4-[4-(4-amino-7-(3-tetrahydrofuryl)-7H-pyrrolo[2,3-d]pyrimidin-5-yl)phenoxy]benzaldehyde). RXN SMILES: [NH2:1][C:2]1[C:3]2[C:10]([C:11]3[CH:16]=[CH:15][C:14]([OH:17])=[CH:13][CH:12]=3)=[CH:9][N:8]([CH:18]3[CH2:22][CH2:21][O:20][CH2:19]3)[C:4]=2[N:5]=[CH:6][N:7]=1.F[C:24]1[CH:31]=[CH:30][C:27]([CH:28]=[O:29])=[CH:26][CH:25]=1>>[NH2:1][C:2]1[C:3]2[C:10]([C:11]3[CH:16]=[CH:15][C:14]([O:17][C:24]4[CH:31]=[CH:30][C:27]([CH:28]=[O:29])=[CH:26][CH:25]=4)=[CH:13][CH:12]=3)=[CH:9][N:8]([CH:18]3[CH2:22][CH2:21][O:20][CH2:19]3)[C:4]=2[N:5]=[CH:6][N:7]=1. Reported procedure: In a similar manner to Example 9, 4-[4-amino-7-(3-tetrahydrofuryl)-7H-pyrrolo[2,3-d]pyrimidin-5-yl]phenol was reacted with 4-fluorobenzaldehyde to give 4-[4-(4-amino-7-(3-tetrahydrofuryl)-7H-pyrrolo[2,3-d]pyrimidin-5-yl)phenoxy]benzaldehyde. Reactants: CNCC1=CC(OC)=C(O)C=C1 (N-methylvanillylamine), [C-]#N.[Na+] (sodium cyanide), C(C)(=O)O (acetic acid). Run in CS(=O)C (dimethylsulphoxide), O (water). Conditions: temperature 125 celsius, time 2 hour. Yields the product OC1=C(C=C(C=C1)CC#N)OC (4-Hydroxy-3-methoxyphenylacetonitrile). As a reaction SMILES: CN[CH2:3][C:4]1[CH:12]=[CH:11][C:9]([OH:10])=[C:6]([O:7][CH3:8])[CH:5]=1.[C-:13]#[N:14].[Na+].C(O)(=O)C>CS(C)=O.O>[OH:10][C:9]1[CH:11]=[CH:12][C:4]([CH2:3][C:13]#[N:14])=[CH:5][C:6]=1[O:7][CH3:8] |f:1.2|. Reported procedure: 160.8 g of N-methylvanillylamine and 54 g of sodium cyanide are suspended in 1 liter of dimethylsulphoxide and dissolved by heating to 125°C. At this temperature, a solution of 100 ml of glacial acetic acid in 200 ml of water is added and the mixture is stirred for a further 2 hours under nitrogen at 125°C. It then cooled to 80°C and the dimethylsulphoxide is distilled off in a water-pump vacuum. 900 ml of water are added to the residue which is extracted with 350 ml of chloroform. The chlorofor...